From a dataset of the Open Reaction Database (ORD), a public repository of structured organic reaction records. describe an organic reaction: reactants, conditions, products, and yield Reactants: CCCCCC(=CC=CC(=O)OC)c1ccc(OC)cc1, CO, CC(C)O, [Na+], [OH-]. Product: CCCCCC(=CC=CC(=O)O)c1ccc(OC)cc1. RXN SMILES: [CH3:1][O:2][C:3]([CH:4]=[CH:5][CH:6]=[C:7]([CH2:8][CH2:9][CH2:10][CH2:11][CH3:12])[c:13]1[cH:14][cH:15][c:16]([O:19][CH3:20])[cH:17][cH:18]1)=[O:21].[CH3:22][OH:23].[CH3:26][CH:27]([OH:28])[CH3:29].[Na+:25].[OH-:24]>>[O:2]=[C:3]([CH:4]=[CH:5][CH:6]=[C:7]([CH2:8][CH2:9][CH2:10][CH2:11][CH3:12])[c:13]1[cH:14][cH:15][c:16]([O:19][CH3:20])[cH:17][cH:18]1)[OH:21]. The solvent is O (water). The yield is 93.1%. Reactants: C(C1=CC=CC=C1)(=O)OCCON=C(C(=O)OCC)C(C)=O (ethyl 2-(2-benzoyloxyethoxyimino)-3-oxobutyrate), S(=O)(=O)(Cl)Cl (sulfuryl chloride), C(C)(=O)O (acetic acid), resultant solution. Reaction SMILES: [C:1]([O:9][CH2:10][CH2:11][O:12][N:13]=[C:14]([C:20](=[O:22])[CH3:21])[C:15]([O:17][CH2:18][CH3:19])=[O:16])(=[O:8])[C:2]1[CH:7]=[CH:6][CH:5]=[CH:4][CH:3]=1.S(Cl)([Cl:26])(=O)=O.C(O)(=O)C>O>[C:1]([O:9][CH2:10][CH2:11][O:12][N:13]=[C:14]([C:20](=[O:22])[CH2:21][Cl:26])[C:15]([O:17][CH2:18][CH3:19])=[O:16])(=[O:8])[C:2]1[CH:3]=[CH:4][CH:5]=[CH:6][CH:7]=1. Run at temperature 40 celsius, time 5.5 hour. The product is C(C1=CC=CC=C1)(=O)OCCON=C(C(=O)OCC)C(CCl)=O (ethyl 2-(2-benzoyloxyethoxyimino)-4-chloro-3-oxobutyrate). Procedure: A mixture of ethyl 2-(2-benzoyloxyethoxyimino)-3-oxobutyrate (syn isomer) (28 g.), sulfuryl chloride (13.5 g.) and acetic acid (30 ml.) was stirred at 40° C. for 10 minutes and at room temperature for 5.5 hours. After adding water (200 ml.) to the resultant solution, the mixture was extracted with methylene chloride. The extract was washed with water, a saturated aqueous solution of sodium bicarbonate and a saturated aqueous solution of sodium chloride in turn, dried over magnesium sulfate, and ... Starting materials: BrC1=C(C=CC(=C1)C(C)C)N1C=C(C2=CC=C(N=C12)C)C#N (1-(2-Bromo-4-isopropylphenyl)-3-cyano-6-methyl-7-azaindole), S(O)(O)(=O)=O (sulfuric acid). Yields the product BrC1=C(C=CC(=C1)C(C)C)N1C=CC2=CC=C(N=C12)C (1-(2-Bromo-4-isopropylphenyl)-6-methyl-7-azaindole). Reaction SMILES: [Br:1][C:2]1[CH:7]=[C:6]([CH:8]([CH3:10])[CH3:9])[CH:5]=[CH:4][C:3]=1[N:11]1[C:19]2[C:14](=[CH:15][CH:16]=[C:17]([CH3:20])[N:18]=2)[C:13](C#N)=[CH:12]1.S(=O)(=O)(O)O>>[Br:1][C:2]1[CH:7]=[C:6]([CH:8]([CH3:10])[CH3:9])[CH:5]=[CH:4][C:3]=1[N:11]1[C:19]2[C:14](=[CH:15][CH:16]=[C:17]([CH3:20])[N:18]=2)[CH:13]=[CH:12]1. Procedure: Material from Example 72 was treated with 65% sulfuric acid as described in Example 65 to give the desired product as a viscous oil. TLC on silica gel with 70:30 hexane-ethyl acetate showed Rf =0.57. Mass spec. (m+H)+=329.0641; calcd., 329.0653 (79Br). Reactants: O=C[C@H](O)[C@@H](O)[C@H](O)[C@H](O)CO (glucose), oligosaccharide, C(C)(=O)[O-].[Na+] (sodium acetate), Cl.C1(=C(C=CC=C1)NN)C (o-tolylhydrazine hydrochloride), Teflon-silicone, oligosaccharide, 2-Oβ-D-glucopyranosyl-D-glucose o-tolylhydrazone, O=C[C@H](O)[C@@H](O)[C@H](O)[C@H](O)CO (D-glucose), O=CC(=O)[C@@H](O)[C@H](O)[C@H](O)CO (D-arabino-hexos-2-ulose). The solvent is O (water), O (water), O (water). Reaction conditions: temperature 70 celsius. Product: [C@@H]1([C@H](O)[C@@H](O)[C@H](O)[C@H](O1)CO)O[C@@H](C=O)[C@@H](O)[C@H](O)[C@H](O)CO (2-O-β-D-glucopyranosyl-D-glucose). RXN SMILES: C([O-])(=O)C.[Na+].Cl.C1(C)C=CC=CC=1NN.[O:16]=[CH:17][C@@H:18]([C@H:20]([C@@H:22]([C@@H:24]([CH2:26][OH:27])[OH:25])[OH:23])[OH:21])[OH:19].[O:28]=[CH:29][C:30]([C@H:32]([C@@H:34]([C@@H:36]([CH2:38][OH:39])[OH:37])[OH:35])[OH:33])=O>O>[C@@H:26]1([O:27][C@H:30]([C@H:32]([C@@H:34]([C@@H:36]([CH2:38][OH:39])[OH:37])[OH:35])[OH:33])[CH:29]=[O:28])[O:19][C@H:18]([CH2:17][OH:16])[C@@H:20]([OH:21])[C@H:22]([OH:23])[C@H:24]1[OH:25] |f:0.1,2.3|. Reported procedure: This oligosaccharide (5 μmol), sodium acetate (10 μmol) and o-tolylhydrazine hydrochloride (30 μmol) were dissolved in 0.15 mL water in a small vial (Pierce reacti-vial, 0.2 mL capacity, with Tuf-bond Teflon-silicone cap seals). The vial was sealed under argon and warmed on a heating block to 70° C. for 6 hours; the solution became yellow over time and gave a yellow crystalline precipitate, which increased upon cooling to room temperature overnight. The water-insoluble material was the cleavage ... The reactants are C(C)OC(C1=C(C(=CC=C1)SC1=C(NC2=CC(=CC=C12)Cl)C)F)=O (3-(6-chloro-2-methyl-1H-indol-3-ylsulfanyl)-2-fluoro-benzoic acid ethyl ester), BrC=1C=NN(C1)CC (4-bromo-1-ethylpyrazole). Product: C(C)OC(C1=C(C(=CC=C1)SC1=C(N(C2=CC(=CC=C12)Cl)C=1C=NN(C1)CC)C)F)=O (3-[6-Chloro-2-methyl-1-(1-ethyl-1H-pyrazol-4-yl)-1H-indol-3-ylsulfanyl]-2-fluoro-benzoic acid ethyl ester). RXN SMILES: [CH2:1]([O:3][C:4](=[O:24])[C:5]1[CH:10]=[CH:9][CH:8]=[C:7]([S:11][C:12]2[C:20]3[C:15](=[CH:16][C:17]([Cl:21])=[CH:18][CH:19]=3)[NH:14][C:13]=2[CH3:22])[C:6]=1[F:23])[CH3:2].Br[C:26]1[CH:27]=[N:28][N:29]([CH2:31][CH3:32])[CH:30]=1>>[CH2:1]([O:3][C:4](=[O:24])[C:5]1[CH:10]=[CH:9][CH:8]=[C:7]([S:11][C:12]2[C:20]3[C:15](=[CH:16][C:17]([Cl:21])=[CH:18][CH:19]=3)[N:14]([C:26]3[CH:27]=[N:28][N:29]([CH2:31][CH3:32])[CH:30]=3)[C:13]=2[CH3:22])[C:6]=1[F:23])[CH3:2]. Procedure details: Prepared according to the procedure described in Example 42, Step 4, using the following starting materials: 3-(6-chloro-2-methyl-1H-indol-3-ylsulfanyl)-2-fluoro-benzoic acid ethyl ester and 4-bromo-1-ethylpyrazole.